From a dataset of the Open Reaction Database (ORD), a public repository of structured organic reaction records. describe an organic reaction: reactants, conditions, products, and yield Reactants: O=C([O-])[O-], CCS(=O)(=O)c1ccccc1CNC(=O)C(F)(F)F, CO, Cl, [K+], [K+], O. The product is CCS(=O)(=O)c1ccccc1CN, Cl. Reaction SMILES: [C:20](=[O:21])([O-:22])[O-:23].[CH2:1]([CH3:2])[S:3](=[O:4])(=[O:5])[c:6]1[c:7]([CH2:8][NH:9][C:10](=[O:11])[C:12]([F:13])([F:14])[F:15])[cH:16][cH:17][cH:18][cH:19]1.[CH3:27][OH:28].[ClH:26].[K+:24].[K+:25].[OH2:29]>>[CH2:1]([CH3:2])[S:3](=[O:4])(=[O:5])[c:6]1[c:7]([CH2:8][NH2:9])[cH:16][cH:17][cH:18][cH:19]1.[ClH:26]. Reactants: NC=1C(=C(C=C(C1)C#N)NC1CCN(CC1)C(=O)OC(C)(C)C)Cl (tert-butyl 4-((3-amino-2-chloro-5-cyanophenyl)amino)piperidine-1-carboxylate), ClC1=NN2C(C(=N1)N(CC1=CC=C(C=C1)OC)C1CC1)=NC=C2C#N (2-chloro-4-(cyclopropyl(4-methoxybenzyl)amino)imidazo[2,1-f][1,2,4]triazine-7-carbonitrile), ClC1=NN2C(C(=N1)N(CC1=CC=C(C=C1)OC)C1CC1)=NC=C2C#N (2-chloro-4-(cyclopropyl(4-methoxybenzyl)amino)imidazo[2,1-f][1,2,4]triazine-7-carbonitrile), C(=O)([O-])[O-].[Cs+].[Cs+] (Cs2CO3), C1(=CC=CC=C1)P(C1=CC=CC=2C(C3=CC=CC(=C3OC12)P(C1=CC=CC=C1)C1=CC=CC=C1)(C)C)C1=CC=CC=C1 (4,5-bis(diphenylphosphino)-9,9-dimethyxanthene). The reagents and catalysts are C1=CC=C(C=C1)P([C-]2C=CC=C2)C3=CC=CC=C3.C1=CC=C(C=C1)P([C-]2C=CC=C2)C3=CC=CC=C3.[Fe+2] (DPPF), CC(=O)[O-].CC(=O)[O-].[Pd+2] (Pd(OAc)2). Run at temperature 100 celsius. Yields the product ClC1=C(C=C(C=C1NC1=NN2C(C(=N1)N(CC1=CC=C(C=C1)OC)C1CC1)=NC=C2C#N)C#N)NC2CCN(CC2)C(=O)OC(C)(C)C (tert-butyl 4-((2-chloro-5-cyano-3-((7-cyano-4-(cyclopropyl(4-methoxybenzyl)amino)imidazo[2,1-f][1,2,4]triazin-2-yl)amino)phenyl)amino)piperidine-1-carboxylate). The yield is 69.1%. Reaction SMILES: [NH2:1][C:2]1[C:3]([Cl:24])=[C:4]([NH:10][CH:11]2[CH2:16][CH2:15][N:14]([C:17]([O:19][C:20]([CH3:23])([CH3:22])[CH3:21])=[O:18])[CH2:13][CH2:12]2)[CH:5]=[C:6]([C:8]#[N:9])[CH:7]=1.Cl[C:26]1[N:31]=[C:30]([N:32]([CH:42]2[CH2:44][CH2:43]2)[CH2:33][C:34]2[CH:39]=[CH:38][C:37]([O:40][CH3:41])=[CH:36][CH:35]=2)[C:29]2=[N:45][CH:46]=[C:47]([C:48]#[N:49])[N:28]2[N:27]=1.C([O-])([O-])=O.[Cs+].[Cs+].C1(P(C2C=CC=CC=2)C2C3OC4C(=CC=CC=4P(C4C=CC=CC=4)C4C=CC=CC=4)C(C)(C)C=3C=CC=2)C=CC=CC=1>C1C=CC(P(C2C=CC=CC=2)[C-]2C=CC=C2)=CC=1.C1C=CC(P(C2C=CC=CC=2)[C-]2C=CC=C2)=CC=1.[Fe+2].CC([O-])=O.CC([O-])=O.[Pd+2]>[Cl:24][C:3]1[C:2]([NH:1][C:26]2[N:31]=[C:30]([N:32]([CH:42]3[CH2:44][CH2:43]3)[CH2:33][C:34]3[CH:39]=[CH:38][C:37]([O:40][CH3:41])=[CH:36][CH:35]=3)[C:29]3=[N:45][CH:46]=[C:47]([C:48]#[N:49])[N:28]3[N:27]=2)=[CH:7][C:6]([C:8]#[N:9])=[CH:5][C:4]=1[NH:10][CH:11]1[CH2:12][CH2:13][N:14]([C:17]([O:19][C:20]([CH3:21])([CH3:23])[CH3:22])=[O:18])[CH2:15][CH2:16]1 |f:2.3.4,6.7.8,9.10.11|. Reported procedure: A mixture of tert-butyl 4-((3-amino-2-chloro-5-cyanophenyl)amino)piperidine-1-carboxylate (57 mg, 0.16 mmol), 2-chloro-4-(cyclopropyl(4-methoxybenzyl)amino)imidazo[2,1-f][1,2,4]triazine-7-carbonitrile (Intermediate 9)(58 mg, 0.16 mmol), Cs2CO3 (106 mg, 0.325 mmol), DPPF (9 mg, 0.016 mmol), 4,5-bis(diphenylphosphino)-9,9-dimethyxanthene (9 mg, 0.016 mmol), and Pd(OAc)2 (11 mg, 0.049 mmol) in a microwave vial was flushed with nitrogen. Dioxane (3 mL) was added and the vial was sealed and heated at...